Dataset: the Open Reaction Database (ORD), a public repository of structured organic reaction records. Task: describe an organic reaction: reactants, conditions, products, and yield Reactants: Cc1ccc(C(=O)O)c(OCc2ccccc2)c1, O=C(Cl)C(=O)Cl, ClCCl, CN(C)C=O. Yields the product Cc1ccc(C=O)c(OCc2ccccc2)c1. Reaction SMILES: [CH2:7]([c:8]1[cH:9][cH:10][cH:11][cH:12][cH:13]1)[O:14][c:15]1[c:16]([C:17](=[O:18])[OH:19])[cH:20][cH:21][c:22]([CH3:24])[cH:23]1.[Cl:1][C:2]([C:3]([Cl:4])=[O:5])=[O:6].[Cl:25][CH2:26][Cl:27].[O:28]=[CH:29][N:30]([CH3:31])[CH3:32]>>[CH2:7]([c:8]1[cH:9][cH:10][cH:11][cH:12][cH:13]1)[O:14][c:15]1[c:16]([CH:17]=[O:18])[cH:20][cH:21][c:22]([CH3:24])[cH:23]1. Reaction SMILES: [OH:1][C:2]1[CH:10]=[CH:9][CH:8]=[C:7]2[C:3]=1[CH:4]=[CH:5][N:6]2[CH3:11].[N+:12]([C:15]1[CH:16]=[C:17]([CH:20]=[CH:21][CH:22]=1)[CH:18]=O)([O-:14])=[O:13].[C:23](#[N:27])[CH2:24][C:25]#[N:26]>>[NH2:27][C:23]1[O:1][C:2]2[C:10]([CH:18]([C:17]3[CH:20]=[CH:21][CH:22]=[C:15]([N+:12]([O-:14])=[O:13])[CH:16]=3)[C:24]=1[C:25]#[N:26])=[CH:9][CH:8]=[C:7]1[N:6]([CH3:11])[CH:5]=[CH:4][C:3]=21. Yields the product NC=1OC2=C3C(=CC=C2C(C1C#N)C1=CC(=CC=C1)[N+](=O)[O-])N(C=C3)C (2-Amino-3-cyano-4-(3-nitrophenyl)-7-methyl-4H-pyrrolo[2,3-h]chromene), white solids. Reactants: OC1=C2C=CN(C2=CC=C1)C (4-hydroxy-1-methylindole), [N+](=O)([O-])C=1C=C(C=O)C=CC1 (3-nitrobenzaldehyde), C(CC#N)#N (malononitrile). Procedure details: The title compound was prepared from 4-hydroxy-1-methylindole (40 mg, 0.27 mmol), 3-nitrobenzaldehyde (41 mg, 0.27 mmol) and malononitrile (18 mg, 0.27 mmol) similar to Example 24 to yield 61 mg (65%) of white solids. 1H NMR (CDCl3): 8.10 (d, J=7.8 Hz, 1H), 8.05-8.04 (m, 1H), 7.62 (d, J=7.8 Hz, 1H), 7.49 (t, J=7.8 Hz, 1H), 7.08-7.02 (m, 2H), 6.69 (d, J=8.7 Hz, 1H), 6.59 (d, J=3.0 Hz, 1H), 5.00 (s, 1H), 4.76 (s, 2H), 3.78 (s, 3H). Isolated yield 65.0%. The reactants are B (Borane), solution, FC1=C(CNC(C2=CC=C(C=C2)CC)=O)C=CC(=C1)F (N-(2,4-Difluorobenzyl)-4-ethylbenzamide). Solvent: C(C)OCC (diethyl ether), C1CCOC1 (THF). Reaction conditions: time 3 hour. Product: FC1=C(CNCC2=CC=C(C=C2)CC)C=CC(=C1)F (N-(2,4-Difluorobenzyl)-N-(4-ethylbenzyl)amine). Isolated yield 94.6%. RXN SMILES: [F:1][C:2]1[CH:19]=[C:18]([F:20])[CH:17]=[CH:16][C:3]=1[CH2:4][NH:5][C:6](=O)[C:7]1[CH:12]=[CH:11][C:10]([CH2:13][CH3:14])=[CH:9][CH:8]=1.B>C1COCC1.C(OCC)C>[F:1][C:2]1[CH:19]=[C:18]([F:20])[CH:17]=[CH:16][C:3]=1[CH2:4][NH:5][CH2:6][C:7]1[CH:12]=[CH:11][C:10]([CH2:13][CH3:14])=[CH:9][CH:8]=1. Procedure: N-(2,4-Difluorobenzyl)-4-ethylbenzamide (6.20 g, 22.5 mmol) was dissolved in freshly distilled THF (220 mL) and cooled in an ice bath under an argon atmosphere. Borane (28 mL of a 2 M solution of the dimethylsulfide complex in diethyl ether) was added and the ice bath was removed after 15 minutes. The reaction mixture was refluxed overnight and was then allowed to cool to room temperature. The reaction was quenched at 0° C. by careful addition of 10% HCl (11 mL) and the mixture was stirred at ro...